From a dataset of the Open Reaction Database (ORD), a public repository of structured organic reaction records. describe an organic reaction: reactants, conditions, products, and yield Reported procedure: A solution of benzyl 3(S)-[5-(1-benzyloxycarbonyl-4-piperidyl)-1(R)-ethoxycarbonylpentyl]amino-4-oxo-2,3,4,5-tetrahydro-1,5-benzoxazepine-5-acetate (0.35 g) in ethanol (20 ml) is subjected to catalytic hydrogenolysis over 10% palladium carbon (0.5 g, 50% wet) at ambient temperature and pressure until the absorption of hydrogen ceases. After removal of the catalyst by filtration, the filtrate is concentrated. To the residue is added 5N hydrogen chloride-ethyl acetate solution (1 ml), and the resu... The solvent is C(C)O (ethanol). The reagents and catalysts are [C].[Pd] (palladium carbon). Isolated yield 67.8%. As a reaction SMILES: C(OC([N:11]1[CH2:16][CH2:15][CH:14]([CH2:17][CH2:18][CH2:19][CH2:20][C@@H:21]([NH:27][C@@H:28]2[C:34](=[O:35])[N:33]([CH2:36][C:37]([O:39]CC3C=CC=CC=3)=[O:38])[C:32]3[CH:47]=[CH:48][CH:49]=[CH:50][C:31]=3[O:30][CH2:29]2)[C:22]([O:24]CC)=[O:23])[CH2:13][CH2:12]1)=O)C1C=CC=CC=1>C(O)C.[C].[Pd]>[C:22]([C@H:21]([NH:27][C@@H:28]1[C:34](=[O:35])[N:33]([CH2:36][C:37]([OH:39])=[O:38])[C:32]2[CH:47]=[CH:48][CH:49]=[CH:50][C:31]=2[O:30][CH2:29]1)[CH2:20][CH2:19][CH2:18][CH2:17][CH:14]1[CH2:15][CH2:16][NH:11][CH2:12][CH2:13]1)([OH:24])=[O:23] |f:2.3|. Starting materials: C(C1=CC=CC=C1)OC(=O)N1CCC(CC1)CCCC[C@H](C(=O)OCC)N[C@H]1COC2=C(N(C1=O)CC(=O)OCC1=CC=CC=C1)C=CC=C2 (benzyl 3(S)-[5-(1-benzyloxycarbonyl-4-piperidyl)-1(R)-ethoxycarbonylpentyl]amino-4-oxo-2,3,4,5-tetrahydro-1,5-benzoxazepine-5-acetate). Product: C(=O)(O)[C@@H](CCCCC1CCNCC1)N[C@H]1COC2=C(N(C1=O)CC(=O)O)C=CC=C2 (3(S)-[1(R)-carboxy-5-(4-piperidyl)pentyl]amino-4-oxo-2,3,4,5-tetrahydro-1,5-benzoxazepine-5-acetic acid). Reaction conditions: time 30 minute. Reactants: FC1=C(C=CC=C1)N1NC=2[C@@]3(CC[C@H](C2C1=O)C3(C)C)C ((4S,7R)-2-(2-fluoro-phenyl)-7,8,8-trimethyl-1,2,4,5,6,7-hexahydro-4,7-methano-indazol-3-one), FC1=C(C=CC=C1)N1NC=2[C@@]3(CC[C@H](C2C1=O)C3(C)C)C ((4S,7R)-2-(2-fluoro-phenyl)-7,8,8-trimethyl-1,2,4,5,6,7-hexahydro-4,7-methano-indazol-3-one), C(C1=CC=CC=C1)Br (benzyl bromide). Run in CN(C=O)C (N,N-dimethylformamide), C([O-])(O)=O.[Na+] (sodium bicarbonate). Run at temperature 100 celsius, time 18 hour. Product: C(C1=CC=CC=C1)N1N(C(C=2[C@H]3CC[C@@](C12)(C3(C)C)C)=O)C3=C(C=CC=C3)F ((4S,7R)-1-benzyl-2-(2-fluoro-phenyl)-7,8,8-trimethyl-1,2,4,5,6,7-hexahydro-4,7-methano-indazol-3-one). The yield is 30.1%. As a reaction SMILES: [F:1][C:2]1[CH:7]=[CH:6][CH:5]=[CH:4][C:3]=1[N:8]1[C:16](=[O:17])[C:15]2[C@@H:14]3[C:18]([CH3:20])([CH3:19])[C@@:11]([CH3:21])([CH2:12][CH2:13]3)[C:10]=2[NH:9]1.[CH2:22](Br)[C:23]1[CH:28]=[CH:27][CH:26]=[CH:25][CH:24]=1>CN(C)C=O.C(=O)(O)[O-].[Na+]>[CH2:22]([N:9]1[C:10]2[C@@:11]3([CH3:21])[C:18]([CH3:20])([CH3:19])[C@H:14]([CH2:13][CH2:12]3)[C:15]=2[C:16](=[O:17])[N:8]1[C:3]1[CH:4]=[CH:5][CH:6]=[CH:7][C:2]=1[F:1])[C:23]1[CH:28]=[CH:27][CH:26]=[CH:25][CH:24]=1 |f:3.4|. Procedure: A mixture of a (4S,7R)-2-(2-fluoro-phenyl)-7,8,8-trimethyl-1,2,4,5,6,7-hexahydro-4,7-methano-indazol-3-one (Intermediate 12; 150 mg, 0.52 mmol) and benzyl bromide (130 μL, 1.09 mmol) in N,N-dimethylformamide (2 mL) in a microwave reaction tube was heated to 100° C. and stirred for 18 h. The reaction mixture was allowed to cool, diluted with saturated sodium bicarbonate, and extracted twice with ethyl acetate. The organic extracts were combined, washed with water and brine, dried (magnesium sulfa... Product: Nc1ccc(-n2cccc(Br)c2=O)c(Cl)c1. Reaction SMILES: [Br:1][c:2]1[c:3](=[O:18])[n:4](-[c:8]2[c:9]([Cl:17])[cH:10][c:11]([N+:14]([O-:15])=[O:16])[cH:12][cH:13]2)[cH:5][cH:6][cH:7]1.[CH3:26][OH:27].[OH2:19].[OH2:20].[Sn:21]([Cl:22])([Cl:23])([Cl:24])[Cl:25]>>[Br:1][c:2]1[c:3](=[O:18])[n:4](-[c:8]2[c:9]([Cl:17])[cH:10][c:11]([NH2:14])[cH:12][cH:13]2)[cH:5][cH:6][cH:7]1. Starting materials: O=c1c(Br)cccn1-c1ccc([N+](=O)[O-])cc1Cl, CO, O, O, Cl[Sn](Cl)(Cl)Cl. The reactants are COC(=O)[C@H]1N(CC[C@H](C1)N)CC1CCCCC1 ((2S,4R)-4-amino-1-cyclohexylmethyl-piperidine-2-carboxylic acid methyl ester), OC1=C(C=CC2=CC=CC=C12)C(=O)O (1-hydroxy-naphthalene-2-carboxylic acid). Yields the product COC(=O)[C@H]1N(CC[C@H](C1)NC(=O)C1=C(C2=CC=CC=C2C=C1)O)CC1CCCCC1 ((2S,4R)-1-Cyclohexylmethyl-4-[(1-hydroxy-naphthalene-2-carbonyl)-amino]-piperidine-2-carboxylic acid methyl ester). Reaction SMILES: [CH3:1][O:2][C:3]([C@@H:5]1[CH2:10][C@H:9]([NH2:11])[CH2:8][CH2:7][N:6]1[CH2:12][CH:13]1[CH2:18][CH2:17][CH2:16][CH2:15][CH2:14]1)=[O:4].[OH:19][C:20]1[C:29]2[C:24](=[CH:25][CH:26]=[CH:27][CH:28]=2)[CH:23]=[CH:22][C:21]=1[C:30](O)=[O:31]>>[CH3:1][O:2][C:3]([C@@H:5]1[CH2:10][C@H:9]([NH:11][C:30]([C:21]2[CH:22]=[CH:23][C:24]3[C:29](=[CH:28][CH:27]=[CH:26][CH:25]=3)[C:20]=2[OH:19])=[O:31])[CH2:8][CH2:7][N:6]1[CH2:12][CH:13]1[CH2:18][CH2:17][CH2:16][CH2:15][CH2:14]1)=[O:4]. Procedure: (2S,4R)-1-Cyclohexylmethyl-4-[(1-hydroxy-naphthalene-2-carbonyl)-amino]-piperidine-2-carboxylic acid methyl ester was prepared from (2S,4R)-4-amino-1-cyclohexylmethyl-piperidine-2-carboxylic acid methyl ester and 1-hydroxy-naphthalene-2-carboxylic acid in an analogous manner to example 1. MS calcd. for C25H33N2O4 [(M+H)+] 425, obsd. 425. The reactants are FC1=CC2=C(N=C(S2)C=2C(=NC=C(C2)C=2C=NN(C2)C2CCNCC2)N)C=C1 (3-(6-fluorobenzothiazol-2-yl)-5-(1-piperidin-4-yl-1H-pyrazol-4-yl)-pyridin-2-ylamine), BrC=1C=CC2=C(N=C(S2)I)C1 (5-bromo-2-iodo-1,3-benzothiazole). Yields the product BrC=1C=CC2=C(N=C(S2)C=2C(=NC=C(C2)C=2C=NN(C2)C2CCNCC2)N)C1 (3-(5-Bromobenzothiazol-2-yl)-5-(1-piperidin-4-yl-1H-pyrazol-4-yl)-pyridin-2-ylamine). As a reaction SMILES: F[C:2]1[CH:28]=[CH:27][C:5]2[N:6]=[C:7]([C:9]3[C:10]([NH2:26])=[N:11][CH:12]=[C:13]([C:15]4[CH:16]=[N:17][N:18]([CH:20]5[CH2:25][CH2:24][NH:23][CH2:22][CH2:21]5)[CH:19]=4)[CH:14]=3)[S:8][C:4]=2[CH:3]=1.[Br:29]C1C=CC2SC(I)=NC=2C=1>>[Br:29][C:28]1[CH:2]=[CH:3][C:4]2[S:8][C:7]([C:9]3[C:10]([NH2:26])=[N:11][CH:12]=[C:13]([C:15]4[CH:16]=[N:17][N:18]([CH:20]5[CH2:25][CH2:24][NH:23][CH2:22][CH2:21]5)[CH:19]=4)[CH:14]=3)=[N:6][C:5]=2[CH:27]=1. Reported procedure: Same procedure as 3-(6-fluorobenzothiazol-2-yl)-5-(1-piperidin-4-yl-1H-pyrazol-4-yl)-pyridin-2-ylamine except using 5-bromo-2-iodo-1,3-benzothiazole in place of 2-chloro-6-fluorobenzothiazole to afford the title compound as a yellow solid. 1H NMR (400 MHz, DMSO-d6): δ=2.11-2.30 (m, 4H), 3.11 (q, J=11.0 Hz, 2H), 3.41 (d, J=12.8 Hz, 2H), 4.47-4.56 (m, 1H), 7.74 (dd, J=8.6, 2.0 Hz, 1H), 8.03-8.08 (m, 2H), 8.34 (br. s., 1H), 8.39 (s, 1H), 8.51 (d, J=1.4 Hz, 1H), 8.54 (d, J=2.2 Hz, 1H). MS (ES+): m/z... Reactants: C(#N)C1=CC=C(C(=O)NC2=NC3=C(N2CCOC)C=CC(=C3)CO[Si](C(C)C)(C(C)C)C(C)C)C=C1 (4-cyano-N-[1-(2-methoxy-ethyl)-5-triisopropylsilanyloxymethyl-1H-benzimidazol-2-yl]-benzamide), Cl (HCl). The solvent is O1CCOCC1 (dioxane). Conditions: temperature 95 celsius, time 3 hour. Yields the product C(#N)C1=CC=C(C(=O)NC2=NC3=C(N2CCOC)C=CC(=C3)CO)C=C1 (4-cyano-N-[5-hydroxymethyl-1-(2-methoxy-ethyl)-1H-benzimidazol-2-yl]-benzamide). Yield: 95.7%. RXN SMILES: [C:1]([C:3]1[CH:36]=[CH:35][C:6]([C:7]([NH:9][C:10]2[N:14]([CH2:15][CH2:16][O:17][CH3:18])[C:13]3[CH:19]=[CH:20][C:21]([CH2:23][O:24][Si](C(C)C)(C(C)C)C(C)C)=[CH:22][C:12]=3[N:11]=2)=[O:8])=[CH:5][CH:4]=1)#[N:2].Cl>O1CCOCC1>[C:1]([C:3]1[CH:4]=[CH:5][C:6]([C:7]([NH:9][C:10]2[N:14]([CH2:15][CH2:16][O:17][CH3:18])[C:13]3[CH:19]=[CH:20][C:21]([CH2:23][OH:24])=[CH:22][C:12]=3[N:11]=2)=[O:8])=[CH:35][CH:36]=1)#[N:2]. Reported procedure: To a suspension of the above benzamide (169 mg, 0.325 mmol) in dioxane (15 mL) was added 0.01 N HCl (15 mL) and the suspension warmed to 95° C. After 3 hours, the reaction appeared complete by TLC and the solution cooled to room temperature. The solid that crashed out of solution as the reaction cooled was collected by filtration, washed with water, and dried to afford 4-cyano-N-[5-hydroxymethyl-1-(2-methoxy-ethyl)-1H-benzimidazol-2-yl]-benzamide as a yellow solid (109 mg, 92%). The reactants are C(C)(=O)OC1=C(C=CC=C1)C1SC[C@H](N1)C(=O)O ((4R)-2-(2-acetoxyphenyl)-4-thiazolidinecarboxylic acid), C([O-])([O-])=O.[K+].[K+] (potassium carbonate), CC1=CC=C(C(=O)SCCC(=O)Cl)C=C1 (S-(4-methylbenzoyl)-3-mercaptopropanoyl chloride). Solvent: O (water). Reaction conditions: time 1 hour. Product: C(C)(=O)OC1=C(C=CC=C1)C1SC[C@H](N1C(CCSC(C1=CC=C(C=C1)C)=O)=O)C(=O)O ((4R)-2-(2-Acetoxyphenyl)-3-[S-(4-methylbenzoyl)-3-mercaptopropanoyl]-4-thiazolidinecarboxylic acid). RXN SMILES: [C:1]([O:4][C:5]1[CH:10]=[CH:9][CH:8]=[CH:7][C:6]=1[CH:11]1[NH:15][C@H:14]([C:16]([OH:18])=[O:17])[CH2:13][S:12]1)(=[O:3])[CH3:2].C(=O)([O-])[O-].[K+].[K+].[CH3:25][C:26]1[CH:39]=[CH:38][C:29]([C:30]([S:32][CH2:33][CH2:34][C:35](Cl)=[O:36])=[O:31])=[CH:28][CH:27]=1>O>[C:1]([O:4][C:5]1[CH:10]=[CH:9][CH:8]=[CH:7][C:6]=1[CH:11]1[N:15]([C:35](=[O:36])[CH2:34][CH2:33][S:32][C:30](=[O:31])[C:29]2[CH:38]=[CH:39][C:26]([CH3:25])=[CH:27][CH:28]=2)[C@H:14]([C:16]([OH:18])=[O:17])[CH2:13][S:12]1)(=[O:3])[CH3:2] |f:1.2.3|. Reported procedure: 2.7 g of (4R)-2-(2-acetoxyphenyl)-4-thiazolidinecarboxylic acid and 2.8 g of potassium carbonate are dissolved in 60 ml of water. To this solution, 2.6 g of S-(4-methylbenzoyl)-3-mercaptopropanoyl chloride is added dropwise with stirring under icecooling. After the addition, the mixture is stirred under icecooling for 1 hour and at room temperature for additional 1 hour. This reaction solution is washed with ethyl acetate, acidified with conc. hydrochloric acid, and extracted with ethyl acetate.... The reactants are CC1CC1CN(Cc1ccccc1)CC(F)F, CCO, Cl, C1COCCO1, [OH-], [OH-], [Pd+2]. Product: CC1CC1CNCC(F)F. As a reaction SMILES: [CH2:1]([c:2]1[cH:3][cH:4][cH:5][cH:6][cH:7]1)[N:8]([CH2:9][CH:10]([F:11])[F:12])[CH2:13][CH:14]1[CH:15]([CH3:17])[CH2:16]1.[CH3:25][CH2:26][OH:27].[ClH:18].[O:19]1[CH2:20][CH2:21][O:22][CH2:23][CH2:24]1.[OH-:28].[OH-:30].[Pd+2:29]>>[NH:8]([CH2:9][CH:10]([F:11])[F:12])[CH2:13][CH:14]1[CH:15]([CH3:17])[CH2:16]1. Reactants: NC1=C(C=C(C=C1)C(C)=O)C (1-(4-Amino-3-methylphenyl)ethanone), N(=O)[O-].[Na+] (sodium nitrite), C(C=C)(=O)OC (Methyl acrylate), Br (Hydrobromic acid). The reagents and catalysts are [Cu-]=O (copper(I) oxide). Solvent: CO (methanol), CC(=O)C (acetone), O (water). Run at temperature 0 celsius, time 30 minute. The product is C(C)(=O)C1=CC(=C(C=C1)CC(C(=O)OC)Br)C (Methyl 3-(4-acetyl-2-methylphenyl)-2-bromopropionate). Isolated yield 81.9%. RXN SMILES: N[C:2]1[CH:7]=[CH:6][C:5]([C:8](=[O:10])[CH3:9])=[CH:4][C:3]=1[CH3:11].[BrH:12].N([O-])=O.[Na+].[C:17]([O:21][CH3:22])(=[O:20])[CH:18]=[CH2:19]>CO.CC(C)=O.O.[Cu-]=O>[C:8]([C:5]1[CH:6]=[CH:7][C:2]([CH2:19][CH:18]([Br:12])[C:17]([O:21][CH3:22])=[O:20])=[C:3]([CH3:11])[CH:4]=1)(=[O:10])[CH3:9] |f:2.3|. Procedure details: 1-(4-Amino-3-methylphenyl)ethanone (1.70 g, 11.39 mmol) was dissolved in methanol (15 mL)-acetone (38 mL). The solution was cooled to 0° C. 48% Hydrobromic acid (5.15 mL, 45.56 mmol) was dropwise added to the solution for 1 minute. A solution of sodium nitrite (943 mg, 13.67 mmol) in water (1.8 mL) was further added to the solution. The mixture was stirred at the same temperature for 30 minutes. The mixture was left to room temperature. Methyl acrylate (7.23 mL, 80.30 mmol) and copper(I) oxide (...